describe an organic reaction: reactants, conditions, products, and yield From a dataset of the Open Reaction Database (ORD), a public repository of structured organic reaction records. Starting materials: COc1ccc(NC(=O)c2ccc([N+](=O)[O-])c(OC)c2)cc1NS(C)(=O)=O, CS(=O)(=O)Cl, CO, Cl, c1ccncc1. The product is COc1ccc(NC(=O)c2ccc(NS(C)(=O)=O)c(OC)c2)cc1NS(C)(=O)=O. RXN SMILES: [CH3:1][O:2][c:3]1[cH:4][c:5]([C:6](=[O:7])[NH:8][c:9]2[cH:10][c:11]([NH:17][S:18](=[O:19])(=[O:20])[CH3:21])[c:12]([O:15][CH3:16])[cH:13][cH:14]2)[cH:22][cH:23][c:24]1[N+:25]([O-:26])=[O:27].[CH3:28][S:29]([Cl:30])(=[O:31])=[O:32].[CH3:34][OH:35].[ClH:33].[cH:36]1[cH:37][cH:38][n:39][cH:40][cH:41]1>>[CH3:1][O:2][c:3]1[cH:4][c:5]([C:6](=[O:7])[NH:8][c:9]2[cH:10][c:11]([NH:17][S:18](=[O:19])(=[O:20])[CH3:21])[c:12]([O:15][CH3:16])[cH:13][cH:14]2)[cH:22][cH:23][c:24]1[NH:25][S:29]([CH3:28])(=[O:31])=[O:32]. Reactants: [BH4-].[Na+] (NaBH4), solution, C(C1=CC=CC=C1)[Mg]Cl (benzyl magnesium chloride), C(C(C)C)#N (isobutyronitrile). Run in CO (methanol), tetrahydrofuran(THF). Conditions: time 1 hour. Yields the product Cl.NC(CC1=CC=CC=C1)C(C)C (2-amino-3-methyl-1-phenylbutane hydrochloride). Yield: 93.9%. RXN SMILES: [C:1](#[N:5])[CH:2]([CH3:4])[CH3:3].[CH2:6]([Mg][Cl:14])[C:7]1[CH:12]=[CH:11][CH:10]=[CH:9][CH:8]=1.[BH4-].[Na+]>CO>[ClH:14].[NH2:5][CH:1]([CH:2]([CH3:4])[CH3:3])[CH2:6][C:7]1[CH:12]=[CH:11][CH:10]=[CH:9][CH:8]=1 |f:2.3,5.6|. Procedure: To a solution of 13.8 g(0.2 mol) of isobutyronitrile dissolved in 50 ml of absolute tetrahydrofuran(THF) was added 2.0M solution of benzyl magnesium chloride(110 ml, 0.22 mol) at room temperature. The reaction mixture was refluxed for 1 hour and then cooled to room temperature. 200 ml of methanol and 11.4 g(0.3 mol) of NaBH4 were added to the resulting solution and the whole mixture was stirred at room temperature for 1 hour. The reaction was quenched by adding 300 ml of 1N hydrochloric acid and... Reported procedure: 84.2 (0.26 mol) of the ester from step 2 are suspended in 1 l of water and mixed with 30.8 g (0.77 mol) of sodium hydroxide platelets. After 2 hours cooking under reflux the starting material is cooled and the solution is adjusted to a pH value of 2.1 with 2 N hydrochloric acid. The precipitated material is filtered by suction, washed with water and dried in vacuum at 50° C. The yield amounts to about 45.6 g 95.4% of the theoretical yield). Reaction conditions: time 2 hour. RXN SMILES: [Cl:1][C:2]1[C:7]([N+:8]([O-:10])=[O:9])=[CH:6][C:5](C2C=CC=CC=2S([O-])(=O)=O)=[C:4]([CH3:21])[CH:3]=1.[OH-:22].[Na+].Cl>O>[Cl:1][C:2]1[C:7]([N+:8]([O-:10])=[O:9])=[CH:6][C:5]([OH:22])=[C:4]([CH3:21])[CH:3]=1 |f:1.2|. The solvent is O (water). Yields the product ClC1=CC(=C(C=C1[N+](=O)[O-])O)C (4-Chloro-2-methyl-5-nitro-phenol). Reactants: 84.2, Cl (hydrochloric acid), ClC1=CC(=C(C=C1[N+](=O)[O-])C1=C(C=CC=C1)S(=O)(=O)[O-])C (4-Chloro-2-methyl-5-nitro-phenyl-benzene sulfonate), [OH-].[Na+] (sodium hydroxide). Starting materials: [BH4-], COC(=O)c1ccc(CC(C)=O)cc1, [Na+], NCC(O)c1cccc(C(F)(F)F)c1, c1ccccc1. Yields the product COC(=O)c1ccc(CC(C)NCC(O)c2cccc(C(F)(F)F)c2)cc1. As a reaction SMILES: [BH4-:29].[C:1](=[O:2])([O:3][CH3:4])[c:5]1[cH:6][cH:7][c:8]([CH2:11][C:12]([CH3:13])=[O:14])[cH:9][cH:10]1.[Na+:30].[OH:15][CH:16]([CH2:17][NH2:18])[c:19]1[cH:20][c:21]([C:25]([F:26])([F:27])[F:28])[cH:22][cH:23][cH:24]1.[cH:31]1[cH:32][cH:33][cH:34][cH:35][cH:36]1>>[C:1](=[O:2])([O:3][CH3:4])[c:5]1[cH:6][cH:7][c:8]([CH2:11][CH:12]([CH3:13])[NH:18][CH2:17][CH:16]([OH:15])[c:19]2[cH:20][c:21]([C:25]([F:26])([F:27])[F:28])[cH:22][cH:23][cH:24]2)[cH:9][cH:10]1. As a reaction SMILES: [CH2:51]1[O:52][CH2:53][CH2:54][CH2:55]1.[CH:31]([N:32]([CH2:33][CH3:34])[CH:35]([CH3:36])[CH3:37])([CH3:38])[CH3:39].[NH2:1][CH2:2][c:3]1[cH:4][c:5]([CH2:9][n:10]2[n:11][c:12]([NH:21][S:22](=[O:23])(=[O:24])[c:25]3[s:26][c:27]([Cl:30])[cH:28][cH:29]3)[c:13]3[c:14]([O:19][CH3:20])[cH:15][cH:16][cH:17][c:18]23)[cH:6][cH:7][cH:8]1.[O:40]=[C:41]1[O:42][C:43](=[O:44])[c:45]2[cH:46][cH:47][cH:48][cH:49][c:50]21>>[NH:1]([CH2:2][c:3]1[cH:4][c:5]([CH2:9][n:10]2[n:11][c:12]([NH:21][S:22](=[O:23])(=[O:24])[c:25]3[s:26][c:27]([Cl:30])[cH:28][cH:29]3)[c:13]3[c:14]([O:19][CH3:20])[cH:15][cH:16][cH:17][c:18]23)[cH:6][cH:7][cH:8]1)[C:43](=[O:44])[c:45]1[cH:46][cH:47][cH:48][cH:49][c:50]1[C:41](=[O:40])[OH:42]. Product: COc1cccc2c1c(NS(=O)(=O)c1ccc(Cl)s1)nn2Cc1cccc(CNC(=O)c2ccccc2C(=O)O)c1. The reactants are C1CCOC1, CCN(C(C)C)C(C)C, COc1cccc2c1c(NS(=O)(=O)c1ccc(Cl)s1)nn2Cc1cccc(CN)c1, O=C1OC(=O)c2ccccc21. Starting materials: OC(C1=C(C2=C(N(C(N(C2=O)C)=O)CC(C)C)S1)SC(C)C)C1=NC2=C(N1C)C=CC=C2 (6-[hydroxy(1-methyl-1H-benzimidazol-2-yl)methyl]-3-methyl-5-[(1-methylethyl)thio]-1-(2-methylpropyl)-thieno[2,3-d]pyrimidine-2,4(1H,3H)-dione), FC(C(=O)O)(F)F (trifluoroacetic acid), C(C)[SiH](CC)CC (triethylsilane). Run at time 24 hour. Product: CN1C(N(C2=C(C1=O)C(=C(S2)CC2=NC1=C(N2C)C=CC=C1)SC(C)C)CC(C)C)=O (3-Methyl-6-[(1-methyl-1H-benzimidazol-2-yl)methyl]-5-[(1-methylethyl)thio]-1-(2-methylpropyl)-thieno[2,3-d]pyrimidine-2,4(1H,3H)-dione). The yield is 29.1%. RXN SMILES: O[CH:2]([C:23]1[N:27]([CH3:28])[C:26]2[CH:29]=[CH:30][CH:31]=[CH:32][C:25]=2[N:24]=1)[C:3]1[S:18][C:6]2[N:7]([CH2:14][CH:15]([CH3:17])[CH3:16])[C:8](=[O:13])[N:9]([CH3:12])[C:10](=[O:11])[C:5]=2[C:4]=1[S:19][CH:20]([CH3:22])[CH3:21].FC(F)(F)C(O)=O.C([SiH](CC)CC)C>>[CH3:12][N:9]1[C:10](=[O:11])[C:5]2[C:4]([S:19][CH:20]([CH3:21])[CH3:22])=[C:3]([CH2:2][C:23]3[N:27]([CH3:28])[C:26]4[CH:29]=[CH:30][CH:31]=[CH:32][C:25]=4[N:24]=3)[S:18][C:6]=2[N:7]([CH2:14][CH:15]([CH3:17])[CH3:16])[C:8]1=[O:13]. Reported procedure: Prepared according to the method described in Example 39 from 6-[hydroxy(1-methyl-1H-benzimidazol-2-yl)methyl]-3-methyl-5-[(1-methylethyl)thio]-1-(2-methylpropyl)-thieno[2,3-d]pyrimidine-2,4(1H,3H)-dione (0.48 g, Example 44), trifluoroacetic acid (6 ml) and triethylsilane (3 ml) with stirring at room temperature for 24 hours. After work up, the residue was absorbed onto silica and purified by flash silica chromatography eluting with acetone:isohexane (1:5) to give the title compound as a white f... Starting materials: O=C(Cl)COCc1ccccc1, CCN(C(C)C)C(C)C, ClCCl, Nc1ccc(Oc2ccnc3ccsc23)c(F)c1. Product: O=C(COCc1ccccc1)Nc1ccc(Oc2ccnc3ccsc23)c(F)c1. Reaction SMILES: [CH2:28]([c:29]1[cH:30][cH:31][cH:32][cH:33][cH:34]1)[O:35][CH2:36][C:37](=[O:38])[Cl:39].[CH:19]([N:20]([CH:21]([CH3:22])[CH3:23])[CH2:24][CH3:25])([CH3:26])[CH3:27].[Cl:40][CH2:41][Cl:42].[F:1][c:2]1[cH:3][c:4]([NH2:5])[cH:6][cH:7][c:8]1[O:9][c:10]1[c:11]2[c:12]([n:13][cH:14][cH:15]1)[cH:16][cH:17][s:18]2>>[F:1][c:2]1[cH:3][c:4]([NH:5][C:37]([CH2:36][O:35][CH2:28][c:29]2[cH:30][cH:31][cH:32][cH:33][cH:34]2)=[O:38])[cH:6][cH:7][c:8]1[O:9][c:10]1[c:11]2[c:12]([n:13][cH:14][cH:15]1)[cH:16][cH:17][s:18]2. Starting materials: C(C)(=O)[O-].[NH4+] (ammonium acetate), Cl (hydrochloric acid), FC1=CC=2C(C3=C(NC(C=4N3C=CN4)=O)C2C=C1)=NO (8-fluoro-10-hydroxyimino-5H,10H-imidazo[1,2-a]indeno[1,2-e]pyrazin-4-one), C(C)O (ethanol). The reagents and catalysts are [Zn] (zinc). The solvent is N (ammonia), CO (methanol), O (water). Conditions: time 2 hour. The product is Cl.NC1C=2C=C(C=CC2C=2NC(C=3N(C21)C=CN3)=O)F (10-amino-8-fluoro-5H,10H-imidazo[1,2-a]-indeno[1,2-e]pyrazin-4-one hydrochloride). RXN SMILES: C([O-])(=O)C.[NH4+].[F:6][C:7]1[CH:23]=[CH:22][C:21]2[C:12]3[NH:13][C:14](=[O:20])[C:15]4[N:16]([CH:17]=[CH:18][N:19]=4)[C:11]=3[C:10](=[N:24]O)[C:9]=2[CH:8]=1.C(O)C.[ClH:29]>N.O.CO.[Zn]>[ClH:29].[NH2:24][CH:10]1[C:11]2[N:16]3[CH:17]=[CH:18][N:19]=[C:15]3[C:14](=[O:20])[NH:13][C:12]=2[C:21]2[CH:22]=[CH:23][C:7]([F:6])=[CH:8][C:9]1=2 |f:0.1,9.10|. Reported procedure: To a solution of 0.48 g of ammonium acetate in 120 ml of 28% aqueous ammonia solution are successively added 3.25 g of 8-fluoro-10-hydroxyimino-5H,10H-imidazo[1,2-a]indeno[1,2-e]pyrazin-4-one, 120 ml of ethanol and 3.55 g of zinc powder. The mixture is stirred for 2 hours at boiling and for 16 hours at a temperature in the region of 20° C., followed by dropwise addition of 60 ml of aqueous 5N hydrochloric acid solution and the mixture is stirred for 16 hours at the same temperature. The insolubl... The reactants are OC1=CC=C(C=C1)N1C(CCC2=CC=CC=C12)C1=CC=C(C=C1)Cl (1-(4-hydroxyphenyl)-2-(4-chlorophenyl)-1,2,3,4-tetrahydroquinoline), ClCCN(CC)CC (N-(2-chloroethyl) diethylamine), C[O-].[Na+] (sodium methoxide), ClC1=CC=CC=C1 (chlorobenzene). Run in CO (methanol). The product is C(C)N(CCOC1=CC=C(C=C1)N1C(CCC2=CC=CC=C12)C1=CC=C(C=C1)Cl)CC (1-{4-[2-(Diethylamino)ethoxy]phenyl}-2-(4-chlorophenyl)-1,2,3,4-tetrahydroquinoline). Reaction SMILES: [OH:1][C:2]1[CH:7]=[CH:6][C:5]([N:8]2[C:17]3[C:12](=[CH:13][CH:14]=[CH:15][CH:16]=3)[CH2:11][CH2:10][CH:9]2[C:18]2[CH:23]=[CH:22][C:21]([Cl:24])=[CH:20][CH:19]=2)=[CH:4][CH:3]=1.C[O-].[Na+].ClC1C=CC=CC=1.Cl[CH2:36][CH2:37][N:38]([CH2:41][CH3:42])[CH2:39][CH3:40]>CO>[CH2:37]([N:38]([CH2:41][CH3:42])[CH2:39][CH2:40][O:1][C:2]1[CH:7]=[CH:6][C:5]([N:8]2[C:17]3[C:12](=[CH:13][CH:14]=[CH:15][CH:16]=3)[CH2:11][CH2:10][CH:9]2[C:18]2[CH:19]=[CH:20][C:21]([Cl:24])=[CH:22][CH:23]=2)=[CH:4][CH:3]=1)[CH3:36] |f:1.2|. Procedure: A procedure was followed similar to that described in Example 1 but using 18 g. 1-(4-hydroxyphenyl)-2-(4-chlorophenyl)-1,2,3,4-tetrahydroquinoline, 3.8 g. sodium methoxide, 160 ml. chlorobenzene, 15 ml. dry methanol and 8.8 g. N-(2-chloroethyl) diethylamine. The crude material was chromatographed on 700 g. activated magnesium silicate (60-100 mesh) using benzene, benzene containing increasing amounts of ether, and ether as eluants and there was thus eluted with 7-50% ether in benzene and with et...